This data is from the Open Reaction Database (ORD), a public repository of structured organic reaction records. The task is: describe an organic reaction: reactants, conditions, products, and yield Reactants: OCCCO, O=c1cc(Cl)cnn1Cc1ccccc1, CN(C)C=O, [K+], [OH-], O. The product is O=c1cc(OCCCO)cnn1Cc1ccccc1. As a reaction SMILES: [CH2:16]([CH2:17][CH2:18][OH:19])[OH:20].[CH2:1]([c:2]1[cH:3][cH:4][cH:5][cH:6][cH:7]1)[n:8]1[n:9][cH:10][c:11]([Cl:15])[cH:12][c:13]1=[O:14].[CH3:23][N:24]([CH3:25])[CH:26]=[O:27].[K+:22].[OH-:21].[OH2:28]>>[CH2:1]([c:2]1[cH:3][cH:4][cH:5][cH:6][cH:7]1)[n:8]1[n:9][cH:10][c:11]([O:19][CH2:18][CH2:17][CH2:16][OH:20])[cH:12][c:13]1=[O:14]. Starting materials: FC=1C=C(C=NC1)C=1SC(=C(N1)C)NC(C(CSC)C)=O (N-[2-(5-fluoro-pyridin-3-yl)-4-methyl-thiazol-5-yl]-2-methyl-3-methylsulfanyl-propionamide), N#CN (cyanamide), IC1=C(C(=CC=C1)CC(=O)[O-])CC(=O)[O-] (iodobenzenediacetate). Solvent: ClCCl (dichloromethane). Reaction conditions: time 1 hour. Yields the product C(#N)N=S(=O)(C)CC(C(=O)NC1=C(N=C(S1)C=1C=NC=C(C1)F)C)C (3-[cyano(methyl)sulfonimidoyl]-N-[2-(5-fluoropyridin-3-yl)-4-methyl-1,3-thiazol-5-yl]-2-methylpropanamide). Yield: 75.9%. As a reaction SMILES: [F:1][C:2]1[CH:3]=[C:4]([C:8]2[S:9][C:10]([NH:14][C:15](=[O:21])[CH:16]([CH3:20])[CH2:17][S:18][CH3:19])=[C:11]([CH3:13])[N:12]=2)[CH:5]=[N:6][CH:7]=1.[N:22]#[C:23][NH2:24].IC1C=CC=C(CC([O-])=[O:34])C=1CC([O-])=O>ClCCl>[C:23]([N:24]=[S:18]([CH2:17][CH:16]([CH3:20])[C:15]([NH:14][C:10]1[S:9][C:8]([C:4]2[CH:5]=[N:6][CH:7]=[C:2]([F:1])[CH:3]=2)=[N:12][C:11]=1[CH3:13])=[O:21])([CH3:19])=[O:34])#[N:22]. Procedure: To a solution of N-[2-(5-fluoro-pyridin-3-yl)-4-methyl-thiazol-5-yl]-2-methyl-3-methylsulfanyl-propionamide (0.250 g, 0.76 mmol) in dichloromethane (3.07 ml) at 0° C. was added cyanamide (0.064 g, 1.53 mmol) and iodobenzenediacetate (0.272 g, 0.84 mmol) and subsequently stirred at room temperature for 1 hour. The reaction was concentrated to dryness. The crude material was purified by silica gel column chromatography (10% methanol/ethyl acetate) to give the desired product as a light yellow soli... Reactants: C(C)(=O)N1C(SCC1C(=O)O)C1=C(C=CC(=C1)O)O (3-acetyl-2-(2,5-dihydroxyphenyl)-1,3-thiazolidine-4-carboxylic acid), methyl ester, S1CNCC1 (thiazolidine). Product: COC(=O)C1N(C(SC1)C1=C(C=CC(=C1)O)O)C(C)=O (Methyl-3-acetyl-2-(2,5-dihydroxyphenyl)-1,3-thiazolidine-4-carboxylate). Reaction SMILES: [C:1]([N:4]1[CH:8]([C:9]([OH:11])=[O:10])[CH2:7][S:6][CH:5]1[C:12]1[CH:17]=[C:16]([OH:18])[CH:15]=[CH:14][C:13]=1[OH:19])(=[O:3])[CH3:2].S1CCN[CH2:21]1>>[CH3:21][O:10][C:9]([CH:8]1[CH2:7][S:6][CH:5]([C:12]2[CH:17]=[C:16]([OH:18])[CH:15]=[CH:14][C:13]=2[OH:19])[N:4]1[C:1](=[O:3])[CH3:2])=[O:11]. Procedure: The procedure described above for preparation of 3-acetyl-2-(2,5-dihydroxyphenyl)-1,3-thiazolidine-4-carboxylic acid (3) was followed to prepare 8, except that the methyl ester of the thiazolidine starting material was employed. The reactants are Clc1ccncn1, CC(c1ccc(B2OC(C)(C)C(C)(C)O2)cc1)N1CCC(CC(C)(C)O)(c2ccccc2)OC1=O. The product is CC(c1ccc(-c2ccncn2)cc1)N1CCC(CC(C)(C)O)(c2ccccc2)OC1=O. As a reaction SMILES: [Cl:36][c:37]1[n:38][cH:39][n:40][cH:41][cH:42]1.[OH:1][C:2]([CH2:3][C:4]1([c:28]2[cH:29][cH:30][cH:31][cH:32][cH:33]2)[CH2:5][CH2:6][N:7]([CH:11]([CH3:12])[c:13]2[cH:14][cH:15][c:16]([B:19]3[O:20][C:21]([CH3:22])([CH3:23])[C:24]([CH3:25])([CH3:26])[O:27]3)[cH:17][cH:18]2)[C:8](=[O:10])[O:9]1)([CH3:34])[CH3:35]>>[OH:1][C:2]([CH2:3][C:4]1([c:28]2[cH:29][cH:30][cH:31][cH:32][cH:33]2)[CH2:5][CH2:6][N:7]([CH:11]([CH3:12])[c:13]2[cH:14][cH:15][c:16](-[c:37]3[n:38][cH:39][n:40][cH:41][cH:42]3)[cH:17][cH:18]2)[C:8](=[O:10])[O:9]1)([CH3:34])[CH3:35]. Reactants: C(C)(C)(C)N1N=C(C=C1C)C(=O)Cl (1-tert-Butyl-5-methyl-1H-pyrazole-3-carbonyl chloride), NC=1C=C(C(=O)C2=CC=C3CC(NC3=C2)=O)C=CC1 (6-(3-Amino-benzoyl)-1,3-dihydro-indol-2-one), acid chloride. Run in C1CCOC1 (THF), C1CCOC1 (THF). Yields the product O=C1NC2=CC(=CC=C2C1)C(=O)C=1C=C(C=CC1)NC(=O)C1=NN(C(=C1)C)C(C)(C)C (1-tert-Butyl-5-methyl-1H-pyrazole-3-carboxylic acid [3-(2-oxo-2,3-dihydro-1H-indole-6-carbonyl)-phenyl]-amide). The yield is 47.6%. RXN SMILES: [C:1]([N:5]1[C:9]([CH3:10])=[CH:8][C:7]([C:11](Cl)=[O:12])=[N:6]1)([CH3:4])([CH3:3])[CH3:2].[NH2:14][C:15]1[CH:16]=[C:17]([CH:30]=[CH:31][CH:32]=1)[C:18]([C:20]1[CH:28]=[C:27]2[C:23]([CH2:24][C:25](=[O:29])[NH:26]2)=[CH:22][CH:21]=1)=[O:19]>C1COCC1>[O:29]=[C:25]1[CH2:24][C:23]2[C:27](=[CH:28][C:20]([C:18]([C:17]3[CH:16]=[C:15]([NH:14][C:11]([C:7]4[CH:8]=[C:9]([CH3:10])[N:5]([C:1]([CH3:4])([CH3:3])[CH3:2])[N:6]=4)=[O:12])[CH:32]=[CH:31][CH:30]=3)=[O:19])=[CH:21][CH:22]=2)[NH:26]1. Reported procedure: A dry flask was charged with 1-tert-Butyl-5-methyl-1H-pyrazole-3-carbonyl chloride (0.207 g, 1.032 mmol) and THF (10 mL). 6-(3-Amino-benzoyl)-1,3-dihydro-indol-2-one (as prepared in Example 40, 0.260 g, 1.03 mmol) was added to the THF solution of the acid chloride, and the mixture was allowed to reflux overnight. The reaction mixture was then allowed to cool to room temperature and subsequently vacuum filtered. The solid was washed with 0° C. THF (˜5 mL) and collected to afford the 1-tert-Butyl-... The reactants are N#CC(C(=O)O)c1ccccc1, ClC(Cl)(Cl)Cl, Cl, Oc1c(Cl)c(Cl)c(Cl)c(Cl)c1Cl. Yields the product N#CC(C(=O)Oc1c(Cl)c(Cl)c(Cl)c(Cl)c1Cl)c1ccccc1. Reaction SMILES: [C:1](#[N:2])[CH:3]([C:4](=[O:5])[OH:6])[c:7]1[cH:8][cH:9][cH:10][cH:11][cH:12]1.[C:26]([Cl:27])([Cl:28])([Cl:29])[Cl:30].[ClH:25].[OH:13][c:14]1[c:15]([Cl:16])[c:17]([Cl:18])[c:19]([Cl:20])[c:21]([Cl:22])[c:23]1[Cl:24]>>[C:1](#[N:2])[CH:3]([C:4]([O:5][c:14]1[c:15]([Cl:16])[c:17]([Cl:18])[c:19]([Cl:20])[c:21]([Cl:22])[c:23]1[Cl:24])=[O:6])[c:7]1[cH:8][cH:9][cH:10][cH:11][cH:12]1. Starting materials: C(C)(=O)C=1C(=C(NC1C)C(=O)O)C (4-Acetyl-3,5-dimethylpyrrole carboxylic acid), C(=O)(N1C=NC=C1)N1C=NC=C1 (Carbonyldiimidazole), Cl.ClCCN (2-Chloroethyl amine hydrochloride). The solvent is CN(C)C=O (DMF). Conditions: temperature 0 celsius. Yields the product ClCCNC(=O)C=1NC(=C(C1C)C(C)=O)C (4-Acetyl-3,5-dimethyl-1H-pyrrole-2-carboxylic acid (2-chloro-ethyl)-amide). Isolated yield 49.0%. RXN SMILES: [C:1]([C:4]1[C:5]([CH3:13])=[C:6]([C:10]([OH:12])=O)[NH:7][C:8]=1[CH3:9])(=[O:3])[CH3:2].C(N1C=CN=C1)(N1C=CN=C1)=O.Cl.[Cl:27][CH2:28][CH2:29][NH2:30]>CN(C=O)C>[Cl:27][CH2:28][CH2:29][NH:30][C:10]([C:6]1[NH:7][C:8]([CH3:9])=[C:4]([C:1](=[O:3])[CH3:2])[C:5]=1[CH3:13])=[O:12] |f:2.3|. Reported procedure: 4-Acetyl-3,5-dimethylpyrrole carboxylic acid (15.731 g, 86.82 mmol), was taken up in anhydrous DMF (40 mL) and cooled to 0° C. Carbonyldiimidazole (14.512 g, 86.82 mmol) was added to this slurry and stirred until the evolution of gas ceased and a clear solution formed. 2-Chloroethyl amine hydrochloride (10.574 g, 91.16 mmol) was added in one portion. The reaction mixture was left to stir overnight at room temperature. The reaction mixture was extracted in water (50 mL) from DCM (4×20 mL). The aq... Isolated yield 42.7%. Reactants: FC(C1=C(C=CC=C1)NN)(F)F ((2-(trifluoromethyl)phenyl)hydrazine), O(C1=CC=CC=C1)C1=NC=NC(=C1C=O)OC1=CC=CC=C1 (4,6-diphenoxypyrimidine-5-carbaldehyde), CCN(CC)P1(=NC(C)(C)C)NCCCN1C (2-tert-butylimino-2-diethylamino-1,3-dimethyl-perhydro-1,3,2-diazaphosphorine on polystyrene). Product: O(C1=CC=CC=C1)C1=C2C(=NC=N1)N(N=C2)C2=C(C=CC=C2)C(F)(F)F (4-phenoxy-1-(2-(trifluoromethyl)phenyl)-1H-pyrazolo[3,4-d]pyrimidine). Conditions: time 5 minute. RXN SMILES: [F:1][C:2]([F:12])([F:11])[C:3]1[CH:8]=[CH:7][CH:6]=[CH:5][C:4]=1[NH:9][NH2:10].[O:13]([C:20]1[C:25]([CH:26]=O)=[C:24](OC2C=CC=CC=2)[N:23]=[CH:22][N:21]=1)[C:14]1[CH:19]=[CH:18][CH:17]=[CH:16][CH:15]=1.CCN(P1(N(C)CCCN1)=NC(C)(C)C)CC>C1COCC1>[O:13]([C:20]1[N:21]=[CH:22][N:23]=[C:24]2[N:9]([C:4]3[CH:5]=[CH:6][CH:7]=[CH:8][C:3]=3[C:2]([F:11])([F:12])[F:1])[N:10]=[CH:26][C:25]=12)[C:14]1[CH:15]=[CH:16][CH:17]=[CH:18][CH:19]=1. Run in C1CCOC1 (THF). Reported procedure: (2-(trifluoromethyl)phenyl)hydrazine (CAS no. 365-34-4) (102 mg, 0.58 mmol) was added to 4,6-diphenoxypyrimidine-5-carbaldehyde (Intermediate Z2) (169 mg, 0.58 mmol) in THF (2 mL) the resulting solution was stirred at room temperature for 5 minutes. 2-tert-butylimino-2-diethylamino-1,3-dimethyl-perhydro-1,3,2-diazaphosphorine on polystyrene (526 mg, 1.16 mmol) was added and sealed into a microwave tube. The reaction was heated to 150° C. for 10 hours in a microwave reactor and cooled to RT. The ... Starting materials: ice water, N1N=C(C=C1)C1=CN(C=2N=CN=C(C21)N[C@@H](C)C2=NN1C(C(N2C2=CC=CC=C2)=O)=C(C=C1)C)COCC[Si](C)(C)C ((S)-2-(1-((5-(1H-Pyrazol-3-yl)-7-((2-(trimethylsilyl)ethoxy)methyl)-7H-pyrrolo[2,3-d]pyrimidin-4-yl)amino)ethyl)-5-methyl-3-phenylpyrrolo[2,1-f][1,2,4]triazin-4(3H)-one), ClCC1=C(C=CC=C1)OC (1-(Chloromethyl)-2-methoxybenzene), C([O-])([O-])=O.[Cs+].[Cs+] (cesium carbonate), C([O-])([O-])=O.[Na+].[Na+] (sodium carbonate). Solvent: CN(C=O)C (N,N-dimethylformamide). Reaction conditions: temperature 75 celsius, time 2 hour. Yields the product COC1=C(CN2N=C(C=C2)C2=CN(C=3N=CN=C(C32)N[C@@H](C)C3=NN2C(C(N3C3=CC=CC=C3)=O)=C(C=C2)C)COCC[Si](C)(C)C)C=CC=C1 ((S)-2-(1-((5-(1-(2-Methoxybenzyl)-1H-pyrazol-3-yl)-7-((2-(trimethylsilyl)ethoxy)methyl)-7H-pyrrolo[2,3-d]pyrimidin-4-yl)amino)ethyl)-5-methyl-3-phenylpyrrolo[2,1-f][1,2,4]triazin-4(3H)-one). The yield is 83.0%. RXN SMILES: [NH:1]1[CH:5]=[CH:4][C:3]([C:6]2[C:14]3[C:13]([NH:15][C@H:16]([C:18]4[N:23]([C:24]5[CH:29]=[CH:28][CH:27]=[CH:26][CH:25]=5)[C:22](=[O:30])[C:21]5=[C:31]([CH3:34])[CH:32]=[CH:33][N:20]5[N:19]=4)[CH3:17])=[N:12][CH:11]=[N:10][C:9]=3[N:8]([CH2:35][O:36][CH2:37][CH2:38][Si:39]([CH3:42])([CH3:41])[CH3:40])[CH:7]=2)=[N:2]1.Cl[CH2:44][C:45]1[CH:50]=[CH:49][CH:48]=[CH:47][C:46]=1[O:51][CH3:52].C(=O)([O-])[O-].[Cs+].[Cs+].C(=O)([O-])[O-].[Na+].[Na+]>CN(C)C=O>[CH3:52][O:51][C:46]1[CH:47]=[CH:48][CH:49]=[CH:50][C:45]=1[CH2:44][N:1]1[CH:5]=[CH:4][C:3]([C:6]2[C:14]3[C:13]([NH:15][C@H:16]([C:18]4[N:23]([C:24]5[CH:25]=[CH:26][CH:27]=[CH:28][CH:29]=5)[C:22](=[O:30])[C:21]5=[C:31]([CH3:34])[CH:32]=[CH:33][N:20]5[N:19]=4)[CH3:17])=[N:12][CH:11]=[N:10][C:9]=3[N:8]([CH2:35][O:36][CH2:37][CH2:38][Si:39]([CH3:40])([CH3:42])[CH3:41])[CH:7]=2)=[N:2]1 |f:2.3.4,5.6.7|. Procedure: (S)-2-(1-((5-(1H-Pyrazol-3-yl)-7-((2-(trimethylsilyl)ethoxy)methyl)-7H-pyrrolo[2,3-d]pyrimidin-4-yl)amino)ethyl)-5-methyl-3-phenylpyrrolo[2,1-f][1,2,4]triazin-4(3H)-one (80 mg, 0.14 mmol) was dissolved in N,N-dimethylformamide (2.0 ml). 1-(Chloromethyl)-2-methoxybenzene (43 ml, 0.27 mmol) and cesium carbonate (200 mg, 0.61 mmol) were added and the mixture was stirred at 75° C. during 2 h. The reaction was poured into ice-water mixture, basified to pH 10 with sodium carbonate and extracted twice ...